This data is from the Open Reaction Database (ORD), a public repository of structured organic reaction records. The task is: describe an organic reaction: reactants, conditions, products, and yield Reactants: Cl (hydrochloric acid), ClC1=C(C(=CC=C1)Cl)N1C(N(C2=NC(=NC=C2C1)S(=O)(=O)C)C)=O (3-(2,6-dichlorophenyl)-7-methanesulfonyl-3,4-dihydro-1-methylpyrimido[4,5-d]pyrimidin-2(1H)-one), C(C1=CC=CC=C1)N (benzylamine). Solvent: C(C)(=O)OCC (ethyl acetate). Reaction conditions: temperature 180 celsius. Product: C(C1=CC=CC=C1)NC1=NC=C2C(=N1)N(C(N(C2)C2=C(C=CC=C2Cl)Cl)=O)C (7-benzylamino-3-(2,6-dichlorophenyl)-3,4-dihydro-1-methylpyrimido[4,5-d]pyrimidin-2(1H)-one). The yield is 77.4%. As a reaction SMILES: [Cl:1][C:2]1[CH:7]=[CH:6][CH:5]=[C:4]([Cl:8])[C:3]=1[N:9]1[CH2:18][C:17]2[C:12](=[N:13][C:14](S(C)(=O)=O)=[N:15][CH:16]=2)[N:11]([CH3:23])[C:10]1=[O:24].[CH2:25]([NH2:32])[C:26]1[CH:31]=[CH:30][CH:29]=[CH:28][CH:27]=1.Cl>C(OCC)(=O)C>[CH2:25]([NH:32][C:14]1[N:13]=[C:12]2[N:11]([CH3:23])[C:10](=[O:24])[N:9]([C:3]3[C:2]([Cl:1])=[CH:7][CH:6]=[CH:5][C:4]=3[Cl:8])[CH2:18][C:17]2=[CH:16][N:15]=1)[C:26]1[CH:31]=[CH:30][CH:29]=[CH:28][CH:27]=1. Reported procedure: A mixture of 110 mg (0.29 mmol) of 3-(2,6-dichlorophenyl)-7-methanesulfonyl-3,4-dihydro-1-methylpyrimido[4,5-d]pyrimidin-2(1H)-one and 0.31 ml (2.9 mmol) of benzylamine was heated at 180° C. for 10 minutes and then cooled. 30 ml of ethyl acetate and 30 ml of 2M aqueous hydrochloric acid were added to the residue. The phases were separated and the organic phase was washed in sequence with 20 ml of 5% aqueous sodium bicarbonate solution and 20 ml of brine, dried over magnesium sulfate, filtered an... Starting materials: ClC1=C2C(=NC3=CC=C(C=C13)C(F)(F)F)N(N=C2C)C2=NC=CC=C2 (4-chloro-3-methyl-1-(2-pyridinyl)-6-(trifluoromethyl)-1H-pyrazolo[3,4-b]quinoline), Cl (hydrochloric acid), C(C)O (ethanol). The product is CC1=NN(C=2NC3=CC=C(C=C3C(C21)=O)C(F)(F)F)C2=NC=CC=C2 (3-Methyl-1-(2-pyridinyl)-6-(trifluoromethyl)-l,9-dihydro-4H-pyrazolo[3,4-b]quinolin-4-one). The yield is 76.0%. As a reaction SMILES: Cl[C:2]1[C:11]2[C:6](=[CH:7][CH:8]=[C:9]([C:12]([F:15])([F:14])[F:13])[CH:10]=2)[N:5]=[C:4]2[N:16]([C:20]3[CH:25]=[CH:24][CH:23]=[CH:22][N:21]=3)[N:17]=[C:18]([CH3:19])[C:3]=12.Cl.C([OH:29])C>>[CH3:19][C:18]1[C:3]2[C:2](=[O:29])[C:11]3[C:6](=[CH:7][CH:8]=[C:9]([C:12]([F:15])([F:14])[F:13])[CH:10]=3)[NH:5][C:4]=2[N:16]([C:20]2[CH:25]=[CH:24][CH:23]=[CH:22][N:21]=2)[N:17]=1. Procedure details: To a solution of 4-chloro-3-methyl-1-(2-pyridinyl)-6-(trifluoromethyl)-1H-pyrazolo[3,4-b]quinoline (6.50 g, 17.9 mmol) in ethanol (300 mL), 6N hydrochloric acid (10 mL, 60 mmol) was added and the mixture was heated under reflux for 5 hours. The solution was allowed to cool to room temperature, and the resulting crystals were collected by filtration. The crystals were washed with ethanol and air dried, and recrystallized from ethanol to give the title compound (4.69 g, 76% yield). Starting materials: S(=O)(Cl)Cl (Thionyl chloride), OCCN1C=C(C(C2=CC(=C(C=C12)N1CCN(CC1)C(C)=O)F)=O)C(=O)O (1-(2-hydroxyethyl)-6-fluoro-7-(4-acetyl-1-piperazinyl)-4-oxo-1,4-dihydroquinoline-3-carboxylic acid), C(C)O (ethanol). Yields the product C(C)OC(=O)C1=CN(C2=CC(=C(C=C2C1=O)F)N1CCN(CC1)C(C)=O)CCO (1-(2-hydroxyethyl)-6-fluoro-7-(4-acetyl-1-piperazinyl)-4-oxo-1,4-dihydroquinoline-3-carboxylic acid ethyl ester). As a reaction SMILES: S(Cl)(Cl)=O.[OH:5][CH2:6][CH2:7][N:8]1[C:17]2[C:12](=[CH:13][C:14]([F:27])=[C:15]([N:18]3[CH2:23][CH2:22][N:21]([C:24](=[O:26])[CH3:25])[CH2:20][CH2:19]3)[CH:16]=2)[C:11](=[O:28])[C:10]([C:29]([OH:31])=[O:30])=[CH:9]1.[CH2:32](O)[CH3:33]>>[CH2:32]([O:30][C:29]([C:10]1[C:11](=[O:28])[C:12]2[C:17](=[CH:16][C:15]([N:18]3[CH2:23][CH2:22][N:21]([C:24](=[O:26])[CH3:25])[CH2:20][CH2:19]3)=[C:14]([F:27])[CH:13]=2)[N:8]([CH2:7][CH2:6][OH:5])[CH:9]=1)=[O:31])[CH3:33]. Reported procedure: Thionyl chloride (2.4 g) was added dropwise to a solution of 1-(2-hydroxyethyl)-6-fluoro-7-(4-acetyl-1-piperazinyl)-4-oxo-1,4-dihydroquinoline-3-carboxylic acid (0.38 g) in ethanol (20 ml) under cooling with an ice-water bath, and the reaction mixture was refluxed for 5.5 hrs. The reaction mixture was evaporated to dryness, the residue was neutralized with aqueous potassium carbonate solution, and the solution was extracted with chloroform. After removing the chloroform, the residue was recrysta... Starting materials: O=C(c1ccoc1)c1ccc2[nH]c(=O)cc(-c3cccc(Cl)c3)c2c1, [H-], CI, [Na+], CN(C)C=O, O. The product is Cn1c(=O)cc(-c2cccc(Cl)c2)c2cc(C(=O)c3ccoc3)ccc21. Reaction SMILES: [Cl:1][c:2]1[cH:3][c:4](-[c:8]2[cH:9][c:10](=[O:25])[nH:11][c:12]3[cH:13][cH:14][c:15]([C:18](=[O:19])[c:20]4[cH:21][o:22][cH:23][cH:24]4)[cH:16][c:17]23)[cH:5][cH:6][cH:7]1.[H-:27].[I:28][CH3:29].[Na+:26].[O:31]=[CH:32][N:33]([CH3:34])[CH3:35].[OH2:30]>>[Cl:1][c:2]1[cH:3][c:4](-[c:8]2[cH:9][c:10](=[O:25])[n:11]([CH3:29])[c:12]3[cH:13][cH:14][c:15]([C:18](=[O:19])[c:20]4[cH:21][o:22][cH:23][cH:24]4)[cH:16][c:17]23)[cH:5][cH:6][cH:7]1. Starting materials: CN(C)C=O, [Cl-], COC(=O)CC(=O)CCl, Cl, [H-], [NH4+], [Na+], O=C1c2ccccc2C(=O)N1CCO. Product: COC(=O)CC(=O)COCCN1C(=O)c2ccccc2C1=O. RXN SMILES: [CH3:29][N:30]([CH3:31])[CH:32]=[O:33].[Cl-:26].[Cl:17][CH2:18][C:19]([CH2:20][C:21](=[O:22])[O:23][CH3:24])=[O:25].[ClH:28].[H-:1].[NH4+:27].[Na+:2].[OH:3][CH2:4][CH2:5][N:6]1[C:7](=[O:16])[c:8]2[c:9]([cH:12][cH:13][cH:14][cH:15]2)[C:10]1=[O:11]>>[O:3]([CH2:4][CH2:5][N:6]1[C:7](=[O:16])[c:8]2[c:9]([cH:12][cH:13][cH:14][cH:15]2)[C:10]1=[O:11])[CH2:18][C:19]([CH2:20][C:21](=[O:22])[O:23][CH3:24])=[O:25]. Starting materials: C(C)(C)(C)OC(=O)NC1CN(CC1C)C1=C(C(=C2C(C(=CN(C2=C1)C1CC1)C(=O)O)=O)C)F (7-(3-t-butoxycarbonylamino-4-methyl-1-pyrrolidinyl)-1-cyclopropyl-6-fluoro-5-methyl-1,4-dihydro-4-oxoquinoline-3-carboxylic acid), Cl (hydrochloric acid). The solvent is C(C)O (ethanol). The product is Cl.NC1CN(CC1C)C1=C(C(=C2C(C(=CN(C2=C1)C1CC1)C(=O)O)=O)C)F (7-(3-amino-4-methyl-1-pyrrolidinyl)-1-cyclopropyl-6-fluoro-5-methyl-1,4-dihydro-4-oxoquinoline-3-carboxylic acid hydrochloride). RXN SMILES: C(OC([NH:8][CH:9]1[CH:13]([CH3:14])[CH2:12][N:11]([C:15]2[CH:24]=[C:23]3[C:18]([C:19](=[O:31])[C:20]([C:28]([OH:30])=[O:29])=[CH:21][N:22]3[CH:25]3[CH2:27][CH2:26]3)=[C:17]([CH3:32])[C:16]=2[F:33])[CH2:10]1)=O)(C)(C)C.[ClH:34]>C(O)C>[ClH:34].[NH2:8][CH:9]1[CH:13]([CH3:14])[CH2:12][N:11]([C:15]2[CH:24]=[C:23]3[C:18]([C:19](=[O:31])[C:20]([C:28]([OH:30])=[O:29])=[CH:21][N:22]3[CH:25]3[CH2:27][CH2:26]3)=[C:17]([CH3:32])[C:16]=2[F:33])[CH2:10]1 |f:3.4|. Reported procedure: A mixture comprising 7-(3-t-butoxycarbonylamino-4-methyl-1-pyrrolidinyl)-1-cyclopropyl-6-fluoro-5-methyl-1,4-dihydro-4-oxoquinoline-3-carboxylic acid (trans form) (120 mg), ethanol (4 ml) and 10% hydrochloric acid (4 ml) is refluxed for 30 minutes. After concentrating, the obtained residue is recrystallized from methanol-ethyl acetate to give 7-(3-amino-4-methyl-1-pyrrolidinyl)-1-cyclopropyl-6-fluoro-5-methyl-1,4-dihydro-4-oxoquinoline-3-carboxylic acid hydrochloride (trans form) (60 mg), as whi... As a reaction SMILES: [C:1]1([CH2:7][CH2:8][CH2:9][CH2:10][CH2:11][CH2:12][CH2:13][CH2:14][C:15]2[CH:20]=[CH:19][CH:18]=[CH:17][C:16]=2[CH:21]2[O:23][CH:22]2[C:24]([O-:26])=O)[CH:6]=[CH:5][CH:4]=[CH:3][CH:2]=1.[OH-].[NH4+:28]>CC(C)=O>[C:1]1([CH2:7][CH2:8][CH2:9][CH2:10][CH2:11][CH2:12][CH2:13][CH2:14][C:15]2[CH:20]=[CH:19][CH:18]=[CH:17][C:16]=2[C@@H:21]2[O:23][C@H:22]2[C:24]([NH2:28])=[O:26])[CH:6]=[CH:5][CH:4]=[CH:3][CH:2]=1 |f:1.2|. Reactants: ester, C1(=CC=CC=C1)CCCCCCCCC1=C(C=CC=C1)C1C(O1)C(=O)[O-] (3-[2-(8-phenyloctyl)phenyl]oxiranecarboxylate), [OH-].[NH4+] (ammonium hydroxide). Yield: 86.0%. Product: C1(=CC=CC=C1)CCCCCCCCC1=C(C=CC=C1)[C@H]1[C@@H](O1)C(=O)N ((2R-trans)-3-[2-(8-phenyloctyl)phenyl]oxiranecarboxamide). Procedure details: The ester of Example 5c (2R-trans)-(2-napththalenyl) 3-[2-(8-phenyloctyl)phenyl]oxiranecarboxylate (462 g, 1 mol) was dissolved in acetone (5 L) and ammonium hydroxide (1 L). After stirring briefly at room temperature the reaction mixture was heated to reflux for 20 minutes, recooled to room temperature and concentrated to 1/3 of the original volume on the rotary evaporator. The solution was diluted with toluene (10 L) and washed with 10% aq. NaOH (3×5 L), water (1×5 L) and brine (1×5 L). The to... Solvent: CC(=O)C (acetone). Reactants: COc1ccc(N2CC(CN3CCC(Oc4ccccc4)CC3)OC2=O)cc1, CS(C)=O. Yields the product c1ccc(OC2CCNCC2)cc1. RXN SMILES: [CH3:1][O:2][c:3]1[cH:4][cH:5][c:6]([N:7]2[CH2:8][CH:9]([CH2:10][N:15]3[CH2:16][CH2:17][CH:18]([O:21][c:22]4[cH:23][cH:24][cH:25][cH:26][cH:27]4)[CH2:19][CH2:20]3)[O:11][C:12]2=[O:13])[cH:14][cH:28]1.[CH3:29][S:30]([CH3:31])=[O:32]>>[NH:15]1[CH2:16][CH2:17][CH:18]([O:21][c:22]2[cH:23][cH:24][cH:25][cH:26][cH:27]2)[CH2:19][CH2:20]1.